From a dataset of the Open Reaction Database (ORD), a public repository of structured organic reaction records. describe an organic reaction: reactants, conditions, products, and yield The reactants are Cl (HCl), CC1([C@@H](N2[C@H](S1(=O)=O)C(C2=O)(Br)Br)C(=O)O)C (6,6-dibromopenicillanic acid 1,1-dioxide), C(=O)(O)[O-].[Na+] (NaHCO3), OS(=O)[O-].[Na+] (NaHSO3). The solvent is O (H2O). Product: CC1([C@@H](N2[C@H](S1(=O)=O)CC2=O)C(=O)O)C (Penicillanic Acid 1,1-Dioxide). Reaction SMILES: [CH3:1][C:2]1([CH3:17])[S:6](=[O:8])(=[O:7])[C@@H:5]2[C:9](Br)(Br)[C:10](=[O:11])[N:4]2[C@H:3]1[C:14]([OH:16])=[O:15].C([O-])(O)=O.[Na+].OS([O-])=O.[Na+].Cl>O>[CH3:1][C:2]1([CH3:17])[S:6](=[O:7])(=[O:8])[C@@H:5]2[CH2:9][C:10](=[O:11])[N:4]2[C@H:3]1[C:14]([OH:16])=[O:15] |f:1.2,3.4|. Procedure: A mixture of 6,6-dibromopenicillanic acid 1,1-dioxide (3.92 g, 0.01 mole), NaHCO3 (5.04 g, 0.06 mole) and NaHSO3 (2.5 g, 0.024 mole) in 30 mL H2O was heated at 90° for 2 hours. The reaction mixture was cooled, acidified to pH 1.2 with dilute HCl and extracted with ethyl acetate. The extract was dried and evaporated to yield know title product, 180 mg; tlc Rf 0.1 compared to 0.4 for starting material (19:1 ethyl acetate:acetic acid); pnmr/D2O 1.45 (s, 3H), 1.58 (s, 3H), 3.47 (m, 2H), 4.22 (s, 1H)... Starting materials: O=C([O-])[O-], CC(Br)COc1ccc(C(CC(=O)N2C(=O)OCC2Cc2ccccc2)c2ccon2)cc1, [Cs+], [Cs+], Oc1ccc(C(F)(F)F)cc1, CN(C)C=O, O. Product: CC(COc1ccc(C(CC(=O)N2C(=O)OCC2Cc2ccccc2)c2ccon2)cc1)Oc1ccc(C(F)(F)F)cc1. RXN SMILES: [C:34](=[O:35])([O-:36])[O-:37].[CH2:1]([c:2]1[cH:3][cH:4][cH:5][cH:6][cH:7]1)[CH:8]1[N:9]([C:14]([CH2:15][CH:16]([c:17]2[n:18][o:19][cH:20][cH:21]2)[c:22]2[cH:23][cH:24][c:25]([O:28][CH2:29][CH:30]([CH3:31])[Br:32])[cH:26][cH:27]2)=[O:33])[C:10](=[O:13])[O:11][CH2:12]1.[Cs+:38].[Cs+:39].[F:40][C:41]([c:42]1[cH:43][cH:44][c:45]([OH:48])[cH:46][cH:47]1)([F:49])[F:50].[O:51]=[CH:52][N:53]([CH3:54])[CH3:55].[OH2:56]>>[CH2:1]([c:2]1[cH:3][cH:4][cH:5][cH:6][cH:7]1)[CH:8]1[N:9]([C:14]([CH2:15][CH:16]([c:17]2[n:18][o:19][cH:20][cH:21]2)[c:22]2[cH:23][cH:24][c:25]([O:28][CH2:29][CH:30]([CH3:31])[O:48][c:45]3[cH:44][cH:43][c:42]([C:41]([F:40])([F:49])[F:50])[cH:47][cH:46]3)[cH:26][cH:27]2)=[O:33])[C:10](=[O:13])[O:11][CH2:12]1. The reactants are OCCCO, Cc1ccccc1, O=Cc1c(F)cccc1I, Cc1ccc(S(=O)(=O)O)cc1. Reaction SMILES: [CH2:11]([CH2:12][CH2:13][OH:14])[OH:15].[CH3:27][c:28]1[cH:29][cH:30][cH:31][cH:32][cH:33]1.[F:1][c:2]1[c:3]([CH:4]=[O:5])[c:6]([I:10])[cH:7][cH:8][cH:9]1.[c:16]1([CH3:17])[cH:18][cH:19][c:20]([S:21]([OH:22])(=[O:23])=[O:24])[cH:25][cH:26]1>>[F:1][c:2]1[c:3]([CH:4]2[O:5][CH2:11][CH2:12][CH2:13][O:14]2)[c:6]([I:10])[cH:7][cH:8][cH:9]1. Product: Fc1cccc(I)c1C1OCCCO1. The reactants are O=C([O-])[O-], CC(C)(C)N, CC#N, ClCc1ccc(Cl)nc1, [K+], [K+]. Product: CC(C)(C)NCc1ccc(Cl)nc1. As a reaction SMILES: [C:15](=[O:16])([O-:17])[O-:18].[CH3:10][C:11]([CH3:12])([CH3:13])[NH2:14].[CH3:21][C:22]#[N:23].[Cl:1][c:2]1[n:3][cH:4][c:5]([CH2:8][Cl:9])[cH:6][cH:7]1.[K+:19].[K+:20]>>[Cl:1][c:2]1[n:3][cH:4][c:5]([CH2:8][NH:14][C:11]([CH3:10])([CH3:12])[CH3:13])[cH:6][cH:7]1. Starting materials: C, C1CN2CCN1CC2, CC(C)N1CC2(COc3ccc(N)cc3OC2)OC1c1ccccc1, O=S(=O)(Cl)Cl. Yields the product CC(C)N1CC2(COc3ccc(NS(C)(=O)=O)cc3OC2)OC1c1ccccc1. RXN SMILES: [CH4:39].[N:26]12[CH2:27][CH2:28][N:29]([CH2:30][CH2:31]1)[CH2:32][CH2:33]2.[NH2:1][c:2]1[cH:3][c:4]2[c:5]([cH:24][cH:25]1)[O:6][CH2:7][C:8]1([CH2:9][N:10]([CH:19]([CH3:20])[CH3:21])[CH:11]([c:13]3[cH:14][cH:15][cH:16][cH:17][cH:18]3)[O:12]1)[CH2:22][O:23]2.[S:34](=[O:35])(=[O:36])([Cl:37])[Cl:38]>>[NH:1]([c:2]1[cH:3][c:4]2[c:5]([cH:24][cH:25]1)[O:6][CH2:7][C:8]1([CH2:9][N:10]([CH:19]([CH3:20])[CH3:21])[CH:11]([c:13]3[cH:14][cH:15][cH:16][cH:17][cH:18]3)[O:12]1)[CH2:22][O:23]2)[S:34](=[O:35])(=[O:36])[CH3:39]. Reactants: C1(CCCCC1)ON1C(CC(CC1(C)C)NCCCCCCCCCCCC)(C)C (1-Cyclohexyloxy-4-dodecylamino-2,2,6,6-tetramethylpiperidine), ClP1OCC2(CO1)COP(OC2)Cl (3,9-dichloro-2,4,8,10-tetraoxa-3, 9-diphosphaspiro-[5.5]undecane). Product: C1(CCCCC1)ON1C(CC(CC1(C)C)N(P1OCC2(CO1)COP(OC2)N(C2CC(N(C(C2)(C)C)OC2CCCCC2)(C)C)CCCCCCCCCCCC)CCCCCCCCCCCC)(C)C (3,9-Bis-[(N-(1-cyclohexyloxy-2,2,6,6-tetramethylpiperidin4-yl))-dodecylamino]-2, 4,8,10-tetraoxa-3,9-diphosphaspiro[5.5]undecane). RXN SMILES: [CH:1]1([O:7][N:8]2[C:13]([CH3:15])([CH3:14])[CH2:12][CH:11]([NH:16][CH2:17][CH2:18][CH2:19][CH2:20][CH2:21][CH2:22][CH2:23][CH2:24][CH2:25][CH2:26][CH2:27][CH3:28])[CH2:10][C:9]2([CH3:30])[CH3:29])[CH2:6][CH2:5][CH2:4][CH2:3][CH2:2]1.Cl[P:32]1[O:37][CH2:36][C:35]2([CH2:42][O:41][P:40](Cl)[O:39][CH2:38]2)[CH2:34][O:33]1>>[CH:1]1([O:7][N:8]2[C:9]([CH3:29])([CH3:30])[CH2:10][CH:11]([N:16]([CH2:17][CH2:18][CH2:19][CH2:20][CH2:21][CH2:22][CH2:23][CH2:24][CH2:25][CH2:26][CH2:27][CH3:28])[P:32]3[O:37][CH2:36][C:35]4([CH2:42][O:41][P:40]([N:16]([CH2:17][CH2:18][CH2:19][CH2:20][CH2:21][CH2:22][CH2:23][CH2:24][CH2:25][CH2:26][CH2:27][CH3:28])[CH:11]5[CH2:12][C:13]([CH3:14])([CH3:15])[N:8]([O:7][CH:1]6[CH2:2][CH2:3][CH2:4][CH2:5][CH2:6]6)[C:9]([CH3:29])([CH3:30])[CH2:10]5)[O:39][CH2:38]4)[CH2:34][O:33]3)[CH2:12][C:13]2([CH3:14])[CH3:15])[CH2:2][CH2:3][CH2:4][CH2:5][CH2:6]1. Procedure: The title compound is prepared as a viscous oil from 1-cyclohexyloxy-4-dodecylamino-2,2,6,6-tetramethylpiperidine (made in Example 12A) and 3,9-dichloro-2,4,8,10-tetraoxa-3, 9-diphosphaspiro-[5.5]undecane according to the procedure of Example 14. The reactants are [Cl-].[NH4+] (ammonium chloride), COC(C1=C(C(=CC(=C1)F)[N+](=O)[O-])C#CC1=CC=C(C=C1)CN(C)C(=O)OC)=O (5-Fluoro-2-{4-[(methoxycarbonyl-methyl-amino)-methyl]-phenylethynyl}-3-nitro-benzoic acid methyl ester), Cl (hydrochloric acid). The reagents and catalysts are [Fe] (Iron). Solvent: CO (methanol). Conditions: temperature 65 celsius. Product: COC(C1=C(C(=CC(=C1)F)N)C#CC1=CC=C(C=C1)CN(C)C(=O)OC)=O (3-amino-5-fluoro-2-{4-[(methoxycarbonyl-methyl-amino)-methyl]-phenylethynyl}-benzoic acid methyl ester). The yield is 94.8%. As a reaction SMILES: [CH3:1][O:2][C:3](=[O:29])[C:4]1[CH:9]=[C:8]([F:10])[CH:7]=[C:6]([N+:11]([O-])=O)[C:5]=1[C:14]#[C:15][C:16]1[CH:21]=[CH:20][C:19]([CH2:22][N:23]([C:25]([O:27][CH3:28])=[O:26])[CH3:24])=[CH:18][CH:17]=1.[Cl-].[NH4+].Cl>CO.[Fe]>[CH3:1][O:2][C:3](=[O:29])[C:4]1[CH:9]=[C:8]([F:10])[CH:7]=[C:6]([NH2:11])[C:5]=1[C:14]#[C:15][C:16]1[CH:21]=[CH:20][C:19]([CH2:22][N:23]([C:25]([O:27][CH3:28])=[O:26])[CH3:24])=[CH:18][CH:17]=1 |f:1.2|. Procedure details: The crude compound 9 (140 g) was dissolved in methanol (1.05 L). Iron powder (325 mesh, 76.2 g, 1.36 mol) was added followed by addition of saturated aqueous ammonium chloride (210 ml). The solution was heated to 65° C. Aqueous hydrochloric acid (16 wt %, 32 ml) was added. The reaction was heated at 65° C. for 2 hours. HPLC analysis indicated the completion of the reaction. The reaction mixture was cooled to room temperature. Solid was removed by filtration. The filter cake was washed with metha... The reactants are C(C)(C)(C)C1=CC=C(C(=O)NC2=C(C(=CC=C2)C=2C3=C(N=CN2)NC=C3)C)C=C1 (4-tert-Butyl-N-[2-methyl-3-(7H-pyrrolo[2,3-d]pyrimidin-4-yl)-phenyl]-benzamide), [H-].[Na+] (NaH), C1(=CC=CC=C1)S(=O)(=O)Cl (benzenesulfonyl chloride). Run in C1CCOC1 (THF). Conditions: temperature 0 celsius, time 3 hour. The product is C1(=CC=CC=C1)S(=O)(=O)N1C=CC2=C1N=CN=C2C=2C(=C(C=CC2)NC(C2=CC=C(C=C2)C(C)(C)C)=O)C (N-[3-(7-Benzenesulfonyl-7H-pyrrolo[2,3-d]pyrimidin-4-yl)-2-methyl-phenyl]-4-tert-butyl-benzamide). As a reaction SMILES: [C:1]([C:5]1[CH:29]=[CH:28][C:8]([C:9]([NH:11][C:12]2[CH:17]=[CH:16][CH:15]=[C:14]([C:18]3[C:19]4[CH:26]=[CH:25][NH:24][C:20]=4[N:21]=[CH:22][N:23]=3)[C:13]=2[CH3:27])=[O:10])=[CH:7][CH:6]=1)([CH3:4])([CH3:3])[CH3:2].[H-].[Na+].[C:32]1([S:38](Cl)(=[O:40])=[O:39])[CH:37]=[CH:36][CH:35]=[CH:34][CH:33]=1>C1COCC1>[C:32]1([S:38]([N:24]2[C:20]3[N:21]=[CH:22][N:23]=[C:18]([C:14]4[C:13]([CH3:27])=[C:12]([NH:11][C:9](=[O:10])[C:8]5[CH:7]=[CH:6][C:5]([C:1]([CH3:4])([CH3:2])[CH3:3])=[CH:29][CH:28]=5)[CH:17]=[CH:16][CH:15]=4)[C:19]=3[CH:26]=[CH:25]2)(=[O:40])=[O:39])[CH:37]=[CH:36][CH:35]=[CH:34][CH:33]=1 |f:1.2|. Procedure: To a solution of Intermediate 51 (7.51 g, 19.54 mmol) in THF (500 ml) at 0° C. was added NaH (1.172 g, 29.3 mmol) portionwise. The mixture was stirred at 0° C. for 3 hrs, then benzenesulfonyl chloride (3.70 ml, 25.4 mmol) was added and stirring was continued at r.t. overnight. The reaction mixture was quenched with sat. aqueous NH4Cl solution, and extracted with EtOAc. The organic layer was dried, filtered, and evaporated to dryness. Purification by flash chromatography (silica gel, cyclohexane/... Reactants: CCOC(=O)C(C)NC1CSc2ccccc2N(CC(=O)OC(C)(C)C)C1=O, Cl, C1COCCO1. The product is Cl, CCOC(=O)C(C)NC1CSc2ccccc2N(CC(=O)O)C1=O. RXN SMILES: [C:1]([CH3:2])([CH3:3])([CH3:4])[O:5][C:6](=[O:7])[CH2:8][N:9]1[C:10](=[O:28])[CH:11]([NH:20][CH:21]([CH3:22])[C:23](=[O:24])[O:25][CH2:26][CH3:27])[CH2:12][S:13][c:14]2[c:15]1[cH:16][cH:17][cH:18][cH:19]2.[ClH:29].[O:30]1[CH2:31][CH2:32][O:33][CH2:34][CH2:35]1>>[ClH:29].[O:5]=[C:6]([OH:7])[CH2:8][N:9]1[C:10](=[O:28])[CH:11]([NH:20][CH:21]([CH3:22])[C:23](=[O:24])[O:25][CH2:26][CH3:27])[CH2:12][S:13][c:14]2[c:15]1[cH:16][cH:17][cH:18][cH:19]2. Starting materials: ClC1=CC=C(C(=O)N(CCCCCC(=O)O)C(C)C2=CC=CC=C2)C=C1 (N-(p-chlorobenzoyl)-6-(1-phenylethylamino)caproic acid), C(C1=CC=CC=C1)NCCCC(=O)OCC (ethyl 4-benzylaminobutyrate), [OH-].[K+] (potassium hydroxide). Solvent: C(C)O (ethanol). Conditions: time 12 hour. Yields the product ClC1=CC=C(C(=O)N(CCCCCC(=O)N(CCCC(=O)O)CC2=CC=CC=C2)C(C)C2=CC=CC=C2)C=C1 (N-[N-(p-chlorobenzoyl)-6-(1-phenylethylamino)hexanoyl]-4-benzylaminobutyric acid). RXN SMILES: [Cl:1][C:2]1[CH:26]=[CH:25][C:5]([C:6]([N:8]([CH:17]([C:19]2[CH:24]=[CH:23][CH:22]=[CH:21][CH:20]=2)[CH3:18])[CH2:9][CH2:10][CH2:11][CH2:12][CH2:13][C:14](O)=[O:15])=[O:7])=[CH:4][CH:3]=1.[CH2:27]([NH:34][CH2:35][CH2:36][CH2:37][C:38]([O:40]CC)=[O:39])[C:28]1[CH:33]=[CH:32][CH:31]=[CH:30][CH:29]=1.[OH-].[K+]>C(O)C>[Cl:1][C:2]1[CH:26]=[CH:25][C:5]([C:6]([N:8]([CH:17]([C:19]2[CH:20]=[CH:21][CH:22]=[CH:23][CH:24]=2)[CH3:18])[CH2:9][CH2:10][CH2:11][CH2:12][CH2:13][C:14]([N:34]([CH2:27][C:28]2[CH:29]=[CH:30][CH:31]=[CH:32][CH:33]=2)[CH2:35][CH2:36][CH2:37][C:38]([OH:40])=[O:39])=[O:15])=[O:7])=[CH:4][CH:3]=1 |f:2.3|. Reported procedure: Analogously to Example 1, by using equivalent quantities, reacting N-(p-chlorobenzoyl)-6-(1-phenylethylamino)caproic acid and ethyl 4-benzylaminobutyrate and suitable processing, dissolving the evaporation residue in ethanol, adding an ethanolic solution of potassium hydroxide, stirring for 12 hours at room temperature and further processing yields N-[N-(p-chlorobenzoyl)-6-(1-phenylethylamino)hexanoyl]-4-benzylaminobutyric acid.